This data is from the Open Reaction Database (ORD), a public repository of structured organic reaction records. The task is: describe an organic reaction: reactants, conditions, products, and yield Starting materials: C1=CC=CC=C1 (benzene), C(=O)(Cl)Cl (phosgene), C(C1=CC=CC=C1)N1CC(CC1)OC1=CC(=CC=C1)Cl (1-benzyl-3-(3-chlorophenoxy)pyrrolidine). Solvent: O1CCCC1 (tetrahydrofuran). Product: ClC=1C=C(OC2CN(CC2)C(=O)Cl)C=CC1 (3-(3-Chlorophenoxy)-1-pyrrolidinecarbonyl Chloride). The yield is 8.1%. RXN SMILES: C1C=CC=CC=1.[C:7]([Cl:10])(Cl)=[O:8].C([N:18]1[CH2:22][CH2:21][CH:20]([O:23][C:24]2[CH:29]=[CH:28][CH:27]=[C:26]([Cl:30])[CH:25]=2)[CH2:19]1)C1C=CC=CC=1>O1CCCC1>[Cl:30][C:26]1[CH:25]=[C:24]([CH:29]=[CH:28][CH:27]=1)[O:23][CH:20]1[CH2:21][CH2:22][N:18]([C:7]([Cl:10])=[O:8])[CH2:19]1. Procedure: A benzene solution of 450 ml of 2M phosgene (0.9 mole) was cooled to 10° C. and while stirring, 210 g (0.81 mole) of 1-benzyl-3-(3-chlorophenoxy)pyrrolidine in 210 ml of tetrahydrofuran was added over a 31/2 hr period. The reaction mixture was allowed to stir overnight and then filtered to remove the hydrochloric acid salt of unreacted starting material. The filtrate was evaporated to give a dark colored oil which was triturated with three 500 ml portions of 30/60 petroleum ether decanting off t... Starting materials: ClC1=C(C(=NC2=CC=C(C=C12)C(O)C=1C(=NOC1C)C)OC)CC1=CC=C(C=C1)C(F)(F)F ((4-chloro-2-methoxy-3-(4-(trifluoromethyl)benzyl)quinolin-6-yl)(3,5-dimethylisoxazol-4-yl)methanol), Intermediate 63. The reagents and catalysts are [O-2].[O-2].[Mn+4] (manganese dioxide). The solvent is C1CCOC1 (THF). Product: ClC1=C(C(=NC2=CC=C(C=C12)C(=O)C=1C(=NOC1C)C)OC)CC1=CC=C(C=C1)C(F)(F)F ((4-Chloro-2-methoxy-3-(4-(trifluoromethyl)benzyl)quinolin-6-yl)(3,5-dimethylisoxazol-4-yl)methanone). As a reaction SMILES: [Cl:1][C:2]1[C:11]2[C:6](=[CH:7][CH:8]=[C:9]([CH:12]([C:14]3[C:15]([CH3:20])=[N:16][O:17][C:18]=3[CH3:19])[OH:13])[CH:10]=2)[N:5]=[C:4]([O:21][CH3:22])[C:3]=1[CH2:23][C:24]1[CH:29]=[CH:28][C:27]([C:30]([F:33])([F:32])[F:31])=[CH:26][CH:25]=1>[O-2].[O-2].[Mn+4].C1COCC1>[Cl:1][C:2]1[C:11]2[C:6](=[CH:7][CH:8]=[C:9]([C:12]([C:14]3[C:15]([CH3:20])=[N:16][O:17][C:18]=3[CH3:19])=[O:13])[CH:10]=2)[N:5]=[C:4]([O:21][CH3:22])[C:3]=1[CH2:23][C:24]1[CH:25]=[CH:26][C:27]([C:30]([F:32])([F:31])[F:33])=[CH:28][CH:29]=1 |f:1.2.3|. Procedure details: To a flask containing (4-chloro-2-methoxy-3-(4-(trifluoromethyl)benzyl)quinolin-6-yl)(3,5-dimethylisoxazol-4-yl)methanol (1.4 g, 2.94 mmol, Intermediate 63: step a) was added THF (75 mL) followed by manganese dioxide (1.1 g, 12.6 mmol). The reaction mixture was heated to reflux for 2 hours, and then the contents were filtered through Celite® and rinsed with additional THF. The effluent was concentrated to provide the title compound as a white amorphous solid which was used without further purifi...